This data is from the Open Reaction Database (ORD), a public repository of structured organic reaction records. The task is: describe an organic reaction: reactants, conditions, products, and yield Yields the product C(C)C1=C(C(=CC2=C1NC(CO2)=O)CC)[N+](=O)[O-] (5,7-Diethyl-6-nitro-3-oxo-3,4-dihydro-2H-1,4-benzoxazine). As a reaction SMILES: [CH2:1]([C:3]1[C:8]2[NH:9][C:10](=[O:13])[CH2:11][O:12][C:7]=2[CH:6]=[CH:5][C:4]=1[N+:14]([O-:16])=[O:15])[CH3:2].[CH2:17](C1C([N+]([O-])=O)=CC2NC(=O)COC=2C=1)[CH3:18].C([Mg]Br)C>>[CH2:1]([C:3]1[C:8]2[NH:9][C:10](=[O:13])[CH2:11][O:12][C:7]=2[CH:6]=[C:5]([CH2:17][CH3:18])[C:4]=1[N+:14]([O-:16])=[O:15])[CH3:2]. Procedure: The title compound is synthesized from either 5-ethyl-6-nitro-3-oxo-3,4-dihydro-(2H)-1,4-benzoxazine or from 7-ethyl-6-nitro-3-oxo-3,4-dihydro-(2H)-1,4-benzoxazine and ethyl magnesium bromide, using the procedure illustrated in Example 37. Starting materials: C(C)C1=C(C=CC2=C1NC(CO2)=O)[N+](=O)[O-] (5-ethyl-6-nitro-3-oxo-3,4-dihydro-(2H)-1,4-benzoxazine), C(C)C1=CC2=C(NC(CO2)=O)C=C1[N+](=O)[O-] (7-ethyl-6-nitro-3-oxo-3,4-dihydro-(2H)-1,4-benzoxazine), C(C)[Mg]Br (ethyl magnesium bromide).